This data is from the Open Reaction Database (ORD), a public repository of structured organic reaction records. The task is: describe an organic reaction: reactants, conditions, products, and yield Procedure: Using synthetic method analogous to that of N-[3-[5-chloro-2-(difluoromethoxy)phenyl]-1-(2-[[2-(methylsulfanyl)ethyl]amino]ethyl)-1H-pyrazol-4-yl]pyrazolo[1,5-a]pyrimidine-3-carboxamide, the title compound was prepared from N-[1-(2-bromoethyl)-3-[5-chloro-2-(difluoromethoxy)phenyl]-1H-pyrazol-4-yl]pyrazolo[1,5-a]pyrimidine-3-carboxamide and pyridin-4-ylmethanamine. LCMS (Method 25) [M+H]+=539.1, RT=1.45 min. 1H NMR (400 MHz, DMSO-d6) δ: (ppm) 9.74 (s, 1H), 9.34 (dd, 1H, J=1.6, 6.8 Hz), 8.68 (dd,... Reactants: ClC=1C=CC(=C(C1)C1=NN(C=C1NC(=O)C=1C=NN2C1N=CC=C2)CCNCCSC)OC(F)F (N-[3-[5-chloro-2-(difluoromethoxy)phenyl]-1-(2-[[2-(methylsulfanyl)ethyl]amino]ethyl)-1H-pyrazol-4-yl]pyrazolo[1,5-a]pyrimidine-3-carboxamide), BrCCN1N=C(C(=C1)NC(=O)C=1C=NN2C1N=CC=C2)C2=C(C=CC(=C2)Cl)OC(F)F (N-[1-(2-bromoethyl)-3-[5-chloro-2-(difluoromethoxy)phenyl]-1H-pyrazol-4-yl]pyrazolo[1,5-a]pyrimidine-3-carboxamide), N1=CC=C(C=C1)CN (pyridin-4-ylmethanamine). Product: ClC=1C=CC(=C(C1)C1=NN(C=C1NC(=O)C=1C=NN2C1N=CC=C2)CCNCC2=CC=NC=C2)OC(F)F (N-[3-[5-chloro-2-(difluoromethoxy)phenyl]-1-[2-[(pyridin-4-ylmethyl)amino]ethyl]-1H-pyrazol-4-yl]pyrazolo[1,5-a]pyrimidine-3-carboxamide). As a reaction SMILES: [Cl:1][C:2]1[CH:3]=[CH:4][C:5]([O:32][CH:33]([F:35])[F:34])=[C:6]([C:8]2[C:12]([NH:13][C:14]([C:16]3[CH:17]=[N:18][N:19]4[CH:24]=[CH:23][CH:22]=[N:21][C:20]=34)=[O:15])=[CH:11][N:10]([CH2:25][CH2:26][NH:27][CH2:28][CH2:29]SC)[N:9]=2)[CH:7]=1.Br[CH2:37][CH2:38][N:39]1[CH:43]=[C:42](NC(C2C=NN3C=CC=NC=23)=O)C(C2C=C(Cl)C=CC=2OC(F)F)=N1.N1C=CC(CN)=CC=1>>[Cl:1][C:2]1[CH:3]=[CH:4][C:5]([O:32][CH:33]([F:35])[F:34])=[C:6]([C:8]2[C:12]([NH:13][C:14]([C:16]3[CH:17]=[N:18][N:19]4[CH:24]=[CH:23][CH:22]=[N:21][C:20]=34)=[O:15])=[CH:11][N:10]([CH2:25][CH2:26][NH:27][CH2:28][C:29]3[CH:42]=[CH:43][N:39]=[CH:38][CH:37]=3)[N:9]=2)[CH:7]=1. The reactants are C(=O)(OCC1=CC=CC=C1)N[C@H](C1CO1)CC(C)C ((3S)-3-carbobenzoxyamino-5-methyl-1,2-epoxyhexane), CO (methanol). The product is COCC([C@H](CC(C)C)NC(=O)OCC1=CC=CC=C1)O ((2RS, 3S)-3-carbobenzoxyamino-2-hydroxy-5-methylhexyl methyl ether). As a reaction SMILES: [C:1]([NH:11][C@@H:12]([CH2:16][CH:17]([CH3:19])[CH3:18])[CH:13]1[O:15][CH2:14]1)([O:3][CH2:4][C:5]1[CH:10]=[CH:9][CH:8]=[CH:7][CH:6]=1)=[O:2].[CH3:20][OH:21]>>[CH3:20][O:21][CH2:14][CH:13]([OH:15])[C@@H:12]([NH:11][C:1]([O:3][CH2:4][C:5]1[CH:6]=[CH:7][CH:8]=[CH:9][CH:10]=1)=[O:2])[CH2:16][CH:17]([CH3:18])[CH3:19]. Procedure: To a solution of 176 mg of (3S)-3-carbobenzoxyamino-5-methyl-1,2-epoxyhexane in 10 ml of methanol was added 2 g of dry neutral alumina, and the mixture was heated under reflux for 16 hours. After filtration of the alumina, the filtrate was evaporated under reduced pressure. The residue was purified by preparative silica gel thin layer chromatography (developing solvent: lower layer of chloroform/methanol/water=8/3/1 by volume) to obtain 96 mg of (2RS, 3S)-3-carbobenzoxyamino-2-hydroxy-5-methylhe... The product is Cl, O=C1Nc2nc(-c3c(O)cccc3O)cc(C3CCCNC3)c2CO1. Reaction SMILES: [ClH:33].[O:34]1[CH2:35][CH2:36][O:37][CH2:38][CH2:39]1.[OH:1][c:2]1[c:3](-[c:9]2[cH:10][c:11]([CH:20]3[CH2:21][N:22]([C:26]([O:27][C:28]([CH3:29])([CH3:30])[CH3:31])=[O:32])[CH2:23][CH2:24][CH2:25]3)[c:12]3[c:13]([n:19]2)[NH:14][C:15](=[O:18])[O:16][CH2:17]3)[c:4]([OH:8])[cH:5][cH:6][cH:7]1>>[ClH:33].[OH:1][c:2]1[c:3](-[c:9]2[cH:10][c:11]([CH:20]3[CH2:21][NH:22][CH2:23][CH2:24][CH2:25]3)[c:12]3[c:13]([n:19]2)[NH:14][C:15](=[O:18])[O:16][CH2:17]3)[c:4]([OH:8])[cH:5][cH:6][cH:7]1. The reactants are Cl, C1COCCO1, CC(C)(C)OC(=O)N1CCCC(c2cc(-c3c(O)cccc3O)nc3c2COC(=O)N3)C1. The reactants are C(C)OC(NC(C(=NNC1=CC(=C(C(=C1)Cl)SC1=NNC(C(=C1)C(C)C)=O)Cl)C#N)=O)=O ((2-Cyano-2-{[3,5-dichloro-4-(5-isopropyl-6-oxo-1,6-dihydro-pyridazin-3-ylsulfanyl)-phenyl]-hydrazono}-acetyl)-carbamic acid ethyl ester), C(C)(=O)[O-].[Na+] (sodium acetate). Run in C(Cl)Cl (methylene chloride), C(C)(=O)O (acetic acid). Run at temperature 120 celsius. The product is ClC=1C=C(C=C(C1SC1=NNC(C(=C1)C(C)C)=O)Cl)N1N=C(C(NC1=O)=O)C#N (2-[3,5-Dichloro-4-(5-isopropyl-6-oxo-1,6-dihydro-pyridazin-3-ylsulfanyl)-phenyl]-3,5-dioxo-2,3,4,5-tetrahydro-[1,2,4]triazine-6-carbonitrile). The yield is 103.2%. As a reaction SMILES: C([O:3][C:4](=O)[NH:5][C:6](=[O:31])[C:7]([C:29]#[N:30])=[N:8][NH:9][C:10]1[CH:15]=[C:14]([Cl:16])[C:13]([S:17][C:18]2[CH:23]=[C:22]([CH:24]([CH3:26])[CH3:25])[C:21](=[O:27])[NH:20][N:19]=2)=[C:12]([Cl:28])[CH:11]=1)C.C([O-])(=O)C.[Na+]>C(O)(=O)C.C(Cl)Cl>[Cl:28][C:12]1[CH:11]=[C:10]([N:9]2[C:4](=[O:3])[NH:5][C:6](=[O:31])[C:7]([C:29]#[N:30])=[N:8]2)[CH:15]=[C:14]([Cl:16])[C:13]=1[S:17][C:18]1[CH:23]=[C:22]([CH:24]([CH3:26])[CH3:25])[C:21](=[O:27])[NH:20][N:19]=1 |f:1.2|. Procedure details: A solution of (2-cyano-2-{[3,5-dichloro-4-(5-isopropyl-6-oxo-1,6-dihydro-pyridazin-3-ylsulfanyl)-phenyl]-hydrazono}-acetyl)-carbamic acid ethyl ester (86) (2.98 g, 5.99 mmol) in glacial acetic acid (60 mL) was treated with sodium acetate (2.46 g, 29.95 mmol). The resulting mixture was heated to 120° C. for 3 h. At this time, LCMS indicated complete consumption of the starting material and conversion to product. The reaction was cooled to 25° C., poured onto water (200 mL) and was extracted with ... Starting materials: BrC=1C=C(C=CC1)C (3-bromotoluene), O1CCOC12CCC(CC2)=O (1,4-dioxa-spiro[4.5]decan-8-one). Product: C1(=CC(=CC=C1)C1(CCC2(OCCO2)CC1)O)C (8-m-Tolyl-1,4-dioxa-spiro[4.5]decan-8-ol). Reaction SMILES: Br[C:2]1[CH:3]=[C:4]([CH3:8])[CH:5]=[CH:6][CH:7]=1.[O:9]1[C:13]2([CH2:18][CH2:17][C:16](=[O:19])[CH2:15][CH2:14]2)[O:12][CH2:11][CH2:10]1>>[C:4]1([CH3:8])[CH:5]=[CH:6][CH:7]=[C:2]([C:16]2([OH:19])[CH2:17][CH2:18][C:13]3([O:12][CH2:11][CH2:10][O:9]3)[CH2:14][CH2:15]2)[CH:3]=1. Procedure: The title compound was prepared as a white solid from 3-bromotoluene (Aldrich) and 1,4-dioxa-spiro[4.5]decan-8-one using the procedure described in Step A of Example 1. The reagents and catalysts are C=1C=CC(=CC1)[P](C=2C=CC=CC2)(C=3C=CC=CC3)[Pd]([P](C=4C=CC=CC4)(C=5C=CC=CC5)C=6C=CC=CC6)([P](C=7C=CC=CC7)(C=8C=CC=CC8)C=9C=CC=CC9)[P](C=1C=CC=CC1)(C=1C=CC=CC1)C=1C=CC=CC1 (Pd(PPh3)4). Procedure details: A mixture of 4,6-dichloro-2-trifluoromethyl-nicotinic acid methyl ester (1.0 g, 3.7 mmol), 2,6-diethyl-phenyl boronic acid (0.78 g, 4.4 mmol), sodium carbonate (2 M aqueous solution, 4.4 mL, 8.8 mmol), and Pd(PPh3)4 (206 mg, 0.18 mmol) is refluxed in toluene for 48 hours and then cooled to room temperature. The organic layer is separated and the aqueous layer is extracted with ethyl acetate (2×50 mL). The combined organic layers are dried and the solvent removed. The crude product is purified by... RXN SMILES: [CH3:1][O:2][C:3](=[O:16])[C:4]1[C:9]([Cl:10])=[CH:8][C:7](Cl)=[N:6][C:5]=1[C:12]([F:15])([F:14])[F:13].[CH2:17]([C:19]1[CH:24]=[CH:23][CH:22]=[C:21]([CH2:25][CH3:26])[C:20]=1B(O)O)[CH3:18].C(=O)([O-])[O-].[Na+].[Na+]>C1(C)C=CC=CC=1.C1C=CC([P]([Pd]([P](C2C=CC=CC=2)(C2C=CC=CC=2)C2C=CC=CC=2)([P](C2C=CC=CC=2)(C2C=CC=CC=2)C2C=CC=CC=2)[P](C2C=CC=CC=2)(C2C=CC=CC=2)C2C=CC=CC=2)(C2C=CC=CC=2)C2C=CC=CC=2)=CC=1>[CH3:1][O:2][C:3](=[O:16])[C:4]1[C:9]([Cl:10])=[CH:8][C:7]([C:20]2[C:21]([CH2:25][CH3:26])=[CH:22][CH:23]=[CH:24][C:19]=2[CH2:17][CH3:18])=[N:6][C:5]=1[C:12]([F:15])([F:14])[F:13] |f:2.3.4,^1:46,48,67,86|. Run in C1(=CC=CC=C1)C (toluene). The reactants are COC(C1=C(N=C(C=C1Cl)Cl)C(F)(F)F)=O (4,6-dichloro-2-trifluoromethyl-nicotinic acid methyl ester), C(C)C1=C(C(=CC=C1)CC)B(O)O (2,6-diethyl-phenyl boronic acid), C([O-])([O-])=O.[Na+].[Na+] (sodium carbonate). Yields the product COC(C1=C(N=C(C=C1Cl)C1=C(C=CC=C1CC)CC)C(F)(F)F)=O (4-chloro-6-(2,6-diethylphenyl)-2-trifluoromethyl-nicotinic acid methyl ester). Reactants: ClC1=NC(=NC(=C1[N+](=O)[O-])Cl)SC (4,6-dichloro-2-methylsulfanyl-5-nitro-pyrimidine), O.O.Cl[Sn]Cl (SnCl2.2H2O). The solvent is CCO (EtOH). Conditions: temperature 90 celsius, time 2 hour. Product: ClC1=NC(=NC(=C1N)Cl)SC (4,6-Dichloro-2-methylsulfanyl-pyrimidin-5-ylamine). Isolated yield 81.9%. As a reaction SMILES: [Cl:1][C:2]1[C:7]([N+:8]([O-])=O)=[C:6]([Cl:11])[N:5]=[C:4]([S:12][CH3:13])[N:3]=1.O.O.Cl[Sn]Cl>CCO>[Cl:1][C:2]1[C:7]([NH2:8])=[C:6]([Cl:11])[N:5]=[C:4]([S:12][CH3:13])[N:3]=1 |f:1.2.3|. Reported procedure: To a solution of 4,6-dichloro-2-methylsulfanyl-5-nitro-pyrimidine (1.0 g, 4.2 mmol) in EtOH (20 mL) was added SnCl2.2H2O (3.8 g, 17 mmol). The mixture was heated to 90° C. After 2 h, the reaction mixture was cooled and the solution was concentrated. The residue was treated with saturated (satd.) aqueous (aq.) NaHCO3 until pH 8. The resulting mixture was then extracted with EtOAc (3×100 mL). The combined organic extracts were dried, filtered, and concentrated. The residue was purified by FCC to a... The reactants are S(O)(O)(=O)=O (sulphuric acid), O=C[C@H](O)[C@@H](O)[C@H](O)[C@H](O)CO (D-glucose), C1(CCCCC1)=O (cyclohexanone), O1CCOCC1 (1,4-dioxane). Conditions: time 30 minute. Product: C1CCC2(CC1)OCC(O2)[C@@H]3[C@@H]([C@@H]4[C@H](O3)OC5(O4)CCCCC5)O (1,2: 5,6-di-O-cyclohexylidene-α-D-glucofuranose). Isolated yield 169.3%. Reaction SMILES: S(=O)(=O)(O)O.[O:6]=[CH:7][C@@H:8]([C@H:10]([C@@H:12]([C@@H:14]([CH2:16][OH:17])[OH:15])[OH:13])[OH:11])[OH:9].[C:18]1(=O)[CH2:23][CH2:22][CH2:21][CH2:20][CH2:19]1.O1[CH2:30][CH2:29]OCC1>>[CH2:18]1[CH2:23][CH2:22][C:21]2([O:9][CH:8]([C@H:10]3[O:11][C@@H:16]4[O:17][C:30]5([CH2:29][CH2:12][CH2:10][CH2:8][CH2:7]5)[O:15][C@@H:14]4[C@H:12]3[OH:13])[CH2:7][O:6]2)[CH2:20][CH2:19]1. Procedure details: 20 ml (375 mmol; 1.03 eq) of concentrated sulphuric acid are added dropwise to 65 g of D-glucose (361 mmol; 1 eq) and 85 ml (820 mmol ; 2.27 eq) of cyclohexanone in 50 ml of 1,4-dioxane (587 mmol; 1.62 eq) at ambient temperature. Once the addition is complete, after 30 minutes, the product precipitates from the reaction medium. The precipitate is broken up, filtered off and washed with water. The crude product is then purified by recrystallisation from cyclohexane to give to 104 grams of 1,2: 5,...